Dataset: the Open Reaction Database (ORD), a public repository of structured organic reaction records. Task: describe an organic reaction: reactants, conditions, products, and yield Starting materials: C(C)(C)(C)OC(=O)N(CCC(=O)[O-])C1CCC1 (N-tertbutoxycarbonyl-3-cyclobutylamino-propanoate). Solvent: C(C)(=O)OCC.CCCCCCC (ethyl acetate heptane). Product: C(C)(C)(C)OC(=O)N(CCCO)C1CCC1 (N-tertbutoxycarbonyl-3-cyclobutylamino-propanol). Reaction SMILES: [C:1]([O:5][C:6]([N:8]([CH:14]1[CH2:17][CH2:16][CH2:15]1)[CH2:9][CH2:10][C:11]([O-])=[O:12])=[O:7])([CH3:4])([CH3:3])[CH3:2]>C(OCC)(=O)C.CCCCCCC>[C:1]([O:5][C:6]([N:8]([CH:14]1[CH2:15][CH2:16][CH2:17]1)[CH2:9][CH2:10][CH2:11][OH:12])=[O:7])([CH3:4])([CH3:2])[CH3:3] |f:1.2|. Reported procedure: This compound was prepared from N-tertbutoxycarbonyl-3-cyclobutylamino-propanoate (4a, 1.71 9, 6.3 mmol) using the procedure described in Example 2b. Yield: 0.94 g (65%). ESI-MS: 230.2 (M+H)+. 252.3 (M+Na)+, 174.2 (M+H—C4H8)+. Rf (silica gel; ethyl acetate/heptane, 1:4, v/v): 0.37.